The task is: describe an organic reaction: reactants, conditions, products, and yield. This data is from the Open Reaction Database (ORD), a public repository of structured organic reaction records. Reactants: CCCCOC(=O)N(Cc1ccc(OC)cc1)S(=O)(=O)NCC(=O)OCC, CO, Cl. Product: CCOC(=O)CNS(=O)(=O)NCc1ccc(OC)cc1. As a reaction SMILES: [CH2:2]([O:3][C:4](=[O:5])[N:9]([S:10](=[O:11])(=[O:12])[NH:13][CH2:14][C:15](=[O:16])[O:17][CH2:18][CH3:19])[CH2:20][c:21]1[cH:22][cH:23][c:24]([O:27][CH3:28])[cH:25][cH:26]1)[CH2:6][CH2:7][CH3:8].[CH3:29][OH:30].[ClH:1]>>[NH:9]([S:10](=[O:11])(=[O:12])[NH:13][CH2:14][C:15](=[O:16])[O:17][CH2:18][CH3:19])[CH2:20][c:21]1[cH:22][cH:23][c:24]([O:27][CH3:28])[cH:25][cH:26]1. Reactants: CNCCOc1ccc2c(c1)OC(C)(C)CC2c1cccc(C(F)(F)F)c1, CNCCOc1ccc2c(c1)OC(C)(C)CC2c1ccc(F)cc1, CNCCOc1ccc2c(c1)OC(C)(C)CC2c1ccccc1, CN(C)CCOc1ccc2c(c1)OC(C)(C)CC2c1cccc(F)c1, Cl, Cl, Cl, Cl. Product: CNCCOc1ccc2c(c1)OC(C)(C)CC2c1ccc(C(F)(F)F)cc1, Cl. Reaction SMILES: [CH3:2][C:3]1([CH3:4])[CH2:5][CH:6]([c:7]2[cH:8][cH:9][cH:10][c:11]([C:19]([F:20])([F:21])[F:22])[cH:12]2)[c:13]2[c:14]([cH:15][c:16]([O:17][CH2:18][CH2:23][NH:24][CH3:25])[cH:26][cH:27]2)[O:28]1.[CH3:30][C:31]1([CH3:53])[O:32][c:33]2[cH:34][c:35]([O:48][CH2:49][CH2:50][NH:51][CH3:52])[cH:36][cH:37][c:38]2[CH:39]([c:41]2[cH:42][cH:43][c:44]([F:47])[cH:45][cH:46]2)[CH2:40]1.[CH3:55][C:56]1([CH3:57])[CH2:58][CH:59]([c:60]2[cH:61][cH:62][cH:63][cH:64][cH:65]2)[c:66]2[c:67]([cH:68][c:69]([O:70][CH2:71][CH2:72][NH:73][CH3:74])[cH:75][cH:76]2)[O:77]1.[CH3:79][C:80]1([CH3:81])[CH2:82][CH:83]([c:84]2[cH:85][cH:86][cH:87][c:88]([F:89])[cH:90]2)[c:91]2[c:92]([cH:93][c:94]([O:95][CH2:96][CH2:97][N:98]([CH3:99])[CH3:100])[cH:101][cH:102]2)[O:103]1.[ClH:1].[ClH:29].[ClH:54].[ClH:78]>>[C:19]([F:20])([F:21])([F:22])[c:44]1[cH:43][cH:42][c:41]([CH:39]2[c:38]3[c:33]([cH:34][c:35]([O:48][CH2:49][CH2:50][NH:51][CH3:52])[cH:36][cH:37]3)[O:32][C:31]([CH3:30])([CH3:53])[CH2:40]2)[cH:46][cH:45]1.[ClH:1]. The reactants are C(C)(C)(C)OC(CC=1C=C2C=CC=NC2=CC1F)=O ((7-fluoro-quinolin-6-yl)-acetic acid tert-butyl ester), [OH-].[Na+] (sodium hydroxide). Run at temperature 90 celsius. Product: FC1=C(C=C2C=CC=NC2=C1)CC(=O)O ((7-fluoro-quinolin-6-yl)-acetic acid). The yield is 79.8%. Reaction SMILES: C([O:5][C:6](=[O:19])[CH2:7][C:8]1[CH:9]=[C:10]2[C:15](=[CH:16][C:17]=1[F:18])[N:14]=[CH:13][CH:12]=[CH:11]2)(C)(C)C.[OH-].[Na+]>>[F:18][C:17]1[CH:16]=[C:15]2[C:10]([CH:11]=[CH:12][CH:13]=[N:14]2)=[CH:9][C:8]=1[CH2:7][C:6]([OH:19])=[O:5] |f:1.2|. Procedure details: A mixture of (7-fluoro-quinolin-6-yl)-acetic acid tert-butyl ester (3.67 g) and 4N aquous sodium hydroxide (14.8 mL) were heated at 90° C. for 3 h. The solution was extracted with ethyl acetate. The aqueous layer was adjusted to acidic pH with acetic acid and filtered and dried to afford the title compound (2.3 g, 79.8%). 1H NMR (300 MHz, DMSO-d6) δ 12.52 (1H, s), 8.88˜8.90 (d, 1H), 8.34˜8.38 (d, 1H), 7.97˜7.99 (d, 1H), 7.73˜7.76 (d, 1H), 7.50˜7.54 (m, 1H), 3.85 (s, 2H). ES-MS m/z: 206.2 (M+1). Reactants: ClC=1C=C2C(=NC1)N(C=C2C2=NC=C(C(=N2)N[C@@H]2CN(CCC2)CC(COC)O)F)S(=O)(=O)C2=CC=C(C=C2)C (1-[(3S)-3-[[2-[5-chloro-1-(p-tolylsulfonyl)pyrrolo[2,3-b]pyridin-3-yl]-5-fluoro-pyrimidin-4-yl]amino]-1-piperidyl]-3-methoxy-propan-2-ol), ClC=1C=C2C(=NC1)N(C=C2C2=NC=C(C(=N2)N[C@@H]2CN(CCC2)CC(COC)O)F)S(=O)(=O)C2=CC=C(C)C=C2 (1-((S)-3-(2-(5-chloro-1-tosyl-1H-pyrrolo[2,3-b]pyridin-3-yl)-5-fluoropyrimidin-4-ylamino)piperidin-1-yl)-3-methoxypropan-2-ol), [Li+].[OH-] (LiOH). Solvent: O (water), C1CCOC1 (THF). Reaction conditions: temperature 120 celsius. The product is ClC=1C=C2C(=NC1)NC=C2C2=NC=C(C(=N2)N[C@@H]2CN(CCC2)CC(COC)O)F (1-((S)-3-(2-(5-chloro-1H-pyrrolo[2,3-b]pyridin-3-yl)-5-fluoropyrimidin-4-ylamino)piperidin-1-yl)-3-methoxypropan-2-ol). Reaction SMILES: [Cl:1][C:2]1[CH:3]=[C:4]2[C:10]([C:11]3[N:16]=[C:15]([NH:17][C@H:18]4[CH2:23][CH2:22][CH2:21][N:20]([CH2:24][CH:25]([OH:29])[CH2:26][O:27][CH3:28])[CH2:19]4)[C:14]([F:30])=[CH:13][N:12]=3)=[CH:9][N:8](S(C3C=CC(C)=CC=3)(=O)=O)[C:5]2=[N:6][CH:7]=1.[Li+].[OH-]>C1COCC1.O>[Cl:1][C:2]1[CH:3]=[C:4]2[C:10]([C:11]3[N:16]=[C:15]([NH:17][C@H:18]4[CH2:23][CH2:22][CH2:21][N:20]([CH2:24][CH:25]([OH:29])[CH2:26][O:27][CH3:28])[CH2:19]4)[C:14]([F:30])=[CH:13][N:12]=3)=[CH:9][NH:8][C:5]2=[N:6][CH:7]=1 |f:1.2|. Procedure details: To a solution of 1-[(3S)-3-[[2-[5-chloro-1-(p-tolylsulfonyl)pyrrolo[2,3-b]pyridin-3-yl]-5-fluoro-pyrimidin-4-yl]amino]-1-piperidyl]-3-methoxy-propan-2-ol, 1d, (0.15 g, 0.24 mmol) in THF was added 1N LiOH solution. The reaction mixture was heated in a microwave reactor at 120° C. for 5 minutes. The reaction mixture was diluted with water and the aqueous phase was extracted with EtOAc (twice). The combined organic phases were dried (MgSO4), filtered and concentrated under vacuo. The resulting soli...